From a dataset of the Open Reaction Database (ORD), a public repository of structured organic reaction records. describe an organic reaction: reactants, conditions, products, and yield Starting materials: ClC(=O)OCC(C)C (Isobutyl chloroformate), C(C)(C)(C)OC(=O)N1CCC(CC1)CCC(C(=O)NCC(=O)O)CCC1CCN(CC1)C(=O)OC(C)(C)C (2-[(4-[1-(tert-butoxycarbonyl)-4-piperidyl]-2-{2-[1-(tert-butoxycarbonyl)-4-piperidyl]ethyl}butanoyl)amino]acetic acid), C(C)(C)(C)OC(=O)N1CCC(CC1)CCC(C(=O)NCC(=O)O)CCC1CCN(CC1)C(=O)OC(C)(C)C (2-[(4-[1-(tert-butoxycarbonyl)-4-piperidyl]-2-{2-[1-(tert-butoxycarbonyl)-4-piperidyl]ethyl}butanoyl)amino]acetic acid), CN1CCOCC1 (N-methylmorpholine), NC[C@H](C(=O)O)NS(=O)(=O)C1=CC2=CC=CC=C2C=C1 ((2R)-3-amino-2-[(2-naphthylsulphonyl)amino]propanoic acid). Solvent: C1CCOC1 (THF), O (water). Run at time 20 minute. Product: C(C)(C)(C)OC(=O)N1CCC(CC1)CCC(C(=O)NCC(=O)NC[C@H](C(=O)O)NS(=O)(=O)C1=CC2=CC=CC=C2C=C1)CCC1CCN(CC1)C(=O)OC(C)(C)C ((2R)-3-({2-[(4-[1-(tert-Butoxycarbonyl)-4-piperidyl]-2-{2-[1-(tert-butoxycarbonyl)-4-piperidyl]ethyl}butanoyl)amino]acetyl}amino)-2-[(2-naphthylsulphonyl)amino]propanoic Acid). The yield is 50.9%. Reaction SMILES: ClC(OCC(C)C)=O.[C:9]([O:13][C:14]([N:16]1[CH2:21][CH2:20][CH:19]([CH2:22][CH2:23][CH:24]([CH2:32][CH2:33][CH:34]2[CH2:39][CH2:38][N:37]([C:40]([O:42][C:43]([CH3:46])([CH3:45])[CH3:44])=[O:41])[CH2:36][CH2:35]2)[C:25]([NH:27][CH2:28][C:29](O)=[O:30])=[O:26])[CH2:18][CH2:17]1)=[O:15])([CH3:12])([CH3:11])[CH3:10].CN1CCOCC1.[NH2:54][CH2:55][C@@H:56]([NH:60][S:61]([C:64]1[CH:73]=[CH:72][C:71]2[C:66](=[CH:67][CH:68]=[CH:69][CH:70]=2)[CH:65]=1)(=[O:63])=[O:62])[C:57]([OH:59])=[O:58]>C1COCC1.O>[C:43]([O:42][C:40]([N:37]1[CH2:36][CH2:35][CH:34]([CH2:33][CH2:32][CH:24]([CH2:23][CH2:22][CH:19]2[CH2:18][CH2:17][N:16]([C:14]([O:13][C:9]([CH3:12])([CH3:11])[CH3:10])=[O:15])[CH2:21][CH2:20]2)[C:25]([NH:27][CH2:28][C:29]([NH:54][CH2:55][C@@H:56]([NH:60][S:61]([C:64]2[CH:73]=[CH:72][C:71]3[C:66](=[CH:67][CH:68]=[CH:69][CH:70]=3)[CH:65]=2)(=[O:63])=[O:62])[C:57]([OH:59])=[O:58])=[O:30])=[O:26])[CH2:39][CH2:38]1)=[O:41])([CH3:46])([CH3:45])[CH3:44]. Procedure: Isobutyl chloroformate (3.3 g, 24.2 mmol) is added, at room temperature, to a solution of 2-[(4-[1-(tert-butoxycarbonyl)-4-piperidyl]-2-{2-[1-(tert-butoxycarbonyl)-4-piperidyl]ethyl}butanoyl)amino]acetic acid (compound 4) (10.8 g, 20 mmol) in 200 ml of THF and N-methylmorpholine (5 g, 49.5 mmol). A suspension is obtained. After stirring for 20 minutes, a mixture of (2R)-3-amino-2-[(2-naphthylsulphonyl)amino]propanoic acid (8 g, 25 mmol) and water (80 ml) is added, at 0° C. Stirring is continued ...